Dataset: the Open Reaction Database (ORD), a public repository of structured organic reaction records. Task: describe an organic reaction: reactants, conditions, products, and yield Reactants: O=Cc1cccc(Cl)c1O, O=c1cc(N2CCNCC2)nc[nH]1. Product: O=c1cc(N2CCN(Cc3cccc(Cl)c3O)CC2)nc[nH]1. Reaction SMILES: [Cl:14][c:15]1[c:16]([OH:23])[c:17]([CH:18]=[O:19])[cH:20][cH:21][cH:22]1.[N:1]1([c:7]2[cH:8][c:9](=[O:13])[nH:10][cH:11][n:12]2)[CH2:2][CH2:3][NH:4][CH2:5][CH2:6]1>>[N:1]1([c:7]2[cH:8][c:9](=[O:13])[nH:10][cH:11][n:12]2)[CH2:2][CH2:3][N:4]([CH2:18][c:17]2[c:16]([OH:23])[c:15]([Cl:14])[cH:22][cH:21][cH:20]2)[CH2:5][CH2:6]1. The reactants are compound, C(OCC)([O-])[O-] (ethyl orthoformate), C(C)(=O)OC(C)=O (acetic anhydride), C(C)OC=C(C(=O)OCC)C(C1=C(C(=C(C=C1F)F)F)F)=O (ethyl 3-ethoxy-2-(2',3',4',6'-tetrafluorobenzoyl)acrylate), C1(CC1)N (cyclopropylamine). Reported procedure: The resulting compound (28.4 g) was treated with ethyl orthoformate and acetic anhydride to convert it into ethyl 3-ethoxy-2-(2',3',4',6'-tetrafluorobenzoyl)acrylate and this compound was then treated with cyclopropylamine to give 32.8 g of ethyl 3 -cyclopropylamino-2-(2',3',4',6'-tetrafluorobenzoyl)acrylate. m.p. 107°-108° C. RXN SMILES: C([O-])([O-])OCC.C(OC(=O)C)(=O)C.C(O[CH:17]=[C:18]([C:24](=[O:35])[C:25]1[C:30]([F:31])=[CH:29][C:28]([F:32])=[C:27]([F:33])[C:26]=1[F:34])[C:19]([O:21][CH2:22][CH3:23])=[O:20])C.[CH:36]1([NH2:39])[CH2:38][CH2:37]1>>[CH:36]1([NH:39][CH:17]=[C:18]([C:24](=[O:35])[C:25]2[C:30]([F:31])=[CH:29][C:28]([F:32])=[C:27]([F:33])[C:26]=2[F:34])[C:19]([O:21][CH2:22][CH3:23])=[O:20])[CH2:38][CH2:37]1. The product is C1(CC1)NC=C(C(=O)OCC)C(C1=C(C(=C(C=C1F)F)F)F)=O (ethyl 3 -cyclopropylamino-2-(2',3',4',6'-tetrafluorobenzoyl)acrylate). Reactants: CCOC(=O)c1cnc(Cl)c2c(COc3cccc(-c4nnc(C)o4)c3)csc12, CC(C)O, N. Yields the product CCOC(=O)c1cnc(N)c2c(COc3cccc(-c4nnc(C)o4)c3)csc12. Reaction SMILES: [CH2:2]([CH3:3])[O:4][C:5](=[O:6])[c:7]1[c:8]2[c:9]([c:10]([Cl:13])[n:11][cH:12]1)[c:14]([CH2:17][O:18][c:19]1[cH:20][c:21](-[c:25]3[o:26][c:27]([CH3:30])[n:28][n:29]3)[cH:22][cH:23][cH:24]1)[cH:15][s:16]2.[CH3:31][CH:32]([OH:33])[CH3:34].[NH3:1]>>[NH2:1][c:10]1[c:9]2[c:8]([c:7]([C:5]([O:4][CH2:2][CH3:3])=[O:6])[cH:12][n:11]1)[s:16][cH:15][c:14]2[CH2:17][O:18][c:19]1[cH:20][c:21](-[c:25]2[o:26][c:27]([CH3:30])[n:28][n:29]2)[cH:22][cH:23][cH:24]1. The reactants are C(C)NC(=S)N (1-ethylthiourea), [OH-].[Na+] (NaOH), C(C1=CC=CC=C1)(=O)Cl (benzoyl chloride), Cl.NCC1=CC=C(C=C1)S(=O)(=O)N (4-aminomethylbenzenesulfonamide hydrochloride), C(C)(=O)[O-].[Na+] (sodium acetate), C(C1=CC=CC=C1)(=O)N(C(S)=N)C(C1=CC=CC=C1)=O (bisbenzoylisothiourea), CI (methyliodide), I.C(C)NC(SC)=N (1-ethyl-2-methylisothiourea hydroiodide), C(C1=CC=CC=C1)(=O)N(C(SC)=NC(C1=CC=CC=C1)=O)CC (1,3-bisbenzoyl-1-ethyl-2-methylisothiourea). Solvent: C(C)(C)O (isopropyl alcohol), CC(=O)C (acetone). Product: NS(=O)(=O)C1=CC=C(C=C1)CNC(N(C(C1=CC=CC=C1)=O)CC)=NC(C1=CC=CC=C1)=O (N-[[[[4-(Aminosulfonyl)phenyl]methyl]amino](benzoylimino)methyl]-N-ethylbenzamide). RXN SMILES: C(NC(N)=S)C.CI.I.C(NC(=N)SC)C.[C:17](Cl)(=[O:24])[C:18]1[CH:23]=[CH:22][CH:21]=[CH:20][CH:19]=1.[OH-].[Na+].[C:28]([N:36](CC)[C:37](=[N:40][C:41](=O)[C:42]1C=CC=CC=1)SC)(=[O:35])[C:29]1[CH:34]=[CH:33][CH:32]=[CH:31][CH:30]=1.C(N(C(=O)C1C=CC=CC=1)C(=N)S)(=O)C1C=CC=CC=1.Cl.[NH2:72][CH2:73][C:74]1[CH:79]=[CH:78][C:77]([S:80]([NH2:83])(=[O:82])=[O:81])=[CH:76][CH:75]=1.C([O-])(=O)C.[Na+]>C(O)(C)C.CC(C)=O>[NH2:83][S:80]([C:77]1[CH:76]=[CH:75][C:74]([CH2:73][NH:72][C:37](=[N:36][C:28](=[O:35])[C:29]2[CH:34]=[CH:33][CH:32]=[CH:31][CH:30]=2)[N:40]([CH2:41][CH3:42])[C:17](=[O:24])[C:18]2[CH:23]=[CH:22][CH:21]=[CH:20][CH:19]=2)=[CH:79][CH:78]=1)(=[O:81])=[O:82] |f:2.3,5.6,9.10,11.12|. Procedure: To 36 g. of 1-ethylthiourea in 200 ml. of acetone was added 70 g. of methyliodide. Evaporation of the solvent gave 71 g. of 1-ethyl-2-methylisothiourea hydroiodide as colorless crystals, m.p. 84°-87° C. This isothiurea, 23.2 g., was reacted with a total of 30 ml. of benzoyl chloride and after 6 hours the solution was poured onto ice. The mixture was made basic with NaOH and the crystals which formed were collected by filtration to give 27.8 g. of 1,3-bisbenzoyl-1-ethyl-2-methylisothiourea, m.p. ... Starting materials: C1CCOC1, [H-], [I-], [K+], [Na+], CN(C)C=O, OCC1CC1CNC(c1ccccc1)(c1ccccc1)c1ccccc1, BrCc1ccc(-c2nc3ccccc3o2)cc1. Product: c1ccc(C(NCC2CC2COCc2ccc(-c3nc4ccccc4o3)cc2)(c2ccccc2)c2ccccc2)cc1. As a reaction SMILES: [CH2:48]1[O:49][CH2:50][CH2:51][CH2:52]1.[H-:27].[I-:47].[K+:46].[Na+:28].[O:53]=[CH:54][N:55]([CH3:56])[CH3:57].[c:1]1([C:7]([c:8]2[cH:9][cH:10][cH:11][cH:12][cH:13]2)([c:14]2[cH:15][cH:16][cH:17][cH:18][cH:19]2)[NH:20][CH2:21][CH:22]2[CH:23]([CH2:25][OH:26])[CH2:24]2)[cH:2][cH:3][cH:4][cH:5][cH:6]1.[o:29]1[c:30](-[c:38]2[cH:39][cH:40][c:41]([CH2:42][Br:43])[cH:44][cH:45]2)[n:31][c:32]2[c:33]1[cH:34][cH:35][cH:36][cH:37]2>>[c:1]1([C:7]([c:8]2[cH:9][cH:10][cH:11][cH:12][cH:13]2)([c:14]2[cH:15][cH:16][cH:17][cH:18][cH:19]2)[NH:20][CH2:21][CH:22]2[CH:23]([CH2:25][O:26][CH2:42][c:41]3[cH:40][cH:39][c:38](-[c:30]4[o:29][c:33]5[c:32]([n:31]4)[cH:37][cH:36][cH:35][cH:34]5)[cH:45][cH:44]3)[CH2:24]2)[cH:2][cH:3][cH:4][cH:5][cH:6]1.